describe an organic reaction: reactants, conditions, products, and yield From a dataset of the Open Reaction Database (ORD), a public repository of structured organic reaction records. The reactants are FC1=CC(=C(C=C1F)C1=C(C=NC=C1)NCCS(=O)(=O)C)OC ([4-(4,5-difluoro-2-methoxy-phenyl)-pyridin-3-yl]-(2-methanesulfonyl-ethyl)-amine), FC(C=1C=C(C(=O)O)C=C(N1)C(F)(F)F)(F)F (2,6-bis(trifluoromethyl)isonicotinic acid). The product is FC1=CC(=C(C=C1F)C1=C(C=NC=C1)N(C(C1=CC(=NC(=C1)C(F)(F)F)C(F)(F)F)=O)CCS(=O)(=O)C)OC (N-[4-(4,5-Difluoro-2-methoxy-phenyl)-pyridin-3-yl]-N-(2-methanesulfonyl-ethyl)-2,6-bis-trifluoromethyl-isonicotinamide). Reaction SMILES: [F:1][C:2]1[C:7]([F:8])=[CH:6][C:5]([C:9]2[CH:14]=[CH:13][N:12]=[CH:11][C:10]=2[NH:15][CH2:16][CH2:17][S:18]([CH3:21])(=[O:20])=[O:19])=[C:4]([O:22][CH3:23])[CH:3]=1.[F:24][C:25]([F:40])([F:39])[C:26]1[CH:27]=[C:28]([CH:32]=[C:33]([C:35]([F:38])([F:37])[F:36])[N:34]=1)[C:29](O)=[O:30]>>[F:1][C:2]1[C:7]([F:8])=[CH:6][C:5]([C:9]2[CH:14]=[CH:13][N:12]=[CH:11][C:10]=2[N:15]([CH2:16][CH2:17][S:18]([CH3:21])(=[O:20])=[O:19])[C:29](=[O:30])[C:28]2[CH:32]=[C:33]([C:35]([F:36])([F:37])[F:38])[N:34]=[C:26]([C:25]([F:40])([F:24])[F:39])[CH:27]=2)=[C:4]([O:22][CH3:23])[CH:3]=1. Reported procedure: The title compound was prepared in analogy to example 90, from [4-(4,5-difluoro-2-methoxy-phenyl)-pyridin-3-yl]-(2-methanesulfonyl-ethyl)-amine and 2,6-bis(trifluoromethyl)isonicotinic acid (Key Organics Ltd.) after a reaction time of 15 hours. The compound was purified by silica gel chromatography on a 10 g column using a MPLC system eluting with a gradient of n-heptane:EtOAc (100:0 to 0:100). Brown solid (42%). MS (ESI): m/z=584.09 [M+H]+.